From a dataset of the Open Reaction Database (ORD), a public repository of structured organic reaction records. describe an organic reaction: reactants, conditions, products, and yield The reactants are CC1(C(NC2=CC3=C(N=C(N3)C3=CC=NC=C3)C=C21)=O)C (7,7-dimethyl-2-(4-pyridyl)-6,7-dihydro-3H,5H-pyrrolo[2,3-f]benzimidazol-6-one), N1=CC=CC=C1 (pyridine), P12(=S)SP3(=S)SP(=S)(S1)SP(=S)(S2)S3 (phosphorus pentasulphide). The solvent is O (water). Yields the product O.O.CC1(C(NC2=CC3=C(N=C(N3)C3=CC=NC=C3)C=C21)=S)C (7,7-Dimethyl-2-(4-pyridyl)-6,7-dihydro-3H,5H-pyrrolo[2,3-f]benzimidazol-6-thione dihydrate). As a reaction SMILES: [CH3:1][C:2]1([CH3:21])[C:19]2[C:5](=[CH:6][C:7]3[NH:11][C:10]([C:12]4[CH:17]=[CH:16][N:15]=[CH:14][CH:13]=4)=[N:9][C:8]=3[CH:18]=2)[NH:4][C:3]1=[O:20].N1C=CC=CC=1.P12(SP3(SP(SP(S3)(S1)=S)(=S)S2)=S)=[S:29]>O>[OH2:20].[OH2:20].[CH3:1][C:2]1([CH3:21])[C:19]2[C:5](=[CH:6][C:7]3[NH:11][C:10]([C:12]4[CH:17]=[CH:16][N:15]=[CH:14][CH:13]=4)=[N:9][C:8]=3[CH:18]=2)[NH:4][C:3]1=[S:29] |f:4.5.6|. Procedure details: A solution of 2.0 g (7.2 mmol) 7,7-dimethyl-2-(4-pyridyl)-6,7-dihydro-3H,5H-pyrrolo[2,3-f]benzimidazol-6-one in 35 ml. pyridine is heated for about 5 hours to 100° C. with 4 g. phosphorus pentasulphide (P4S10). Subsequently, the reaction mixture is decomposed with water, rendered alkaline and the desired product is extracted and purified on silica gel (elution agent: methylene chloride/ammonia-saturated methanol 20:1 v/v). Yield: 1.7 g. (72% of theory); m.p. 205°-220° C.